This data is from the Open Reaction Database (ORD), a public repository of structured organic reaction records. The task is: describe an organic reaction: reactants, conditions, products, and yield Starting materials: C(C1=CC=CC=C1)OC1=CC=C(C=C1)C(CBr)=O (1-(4-benzyloxyphenyl)-2-bromoethanone), C(C)O (ethanol), Cl.C(N)(=N)CC(=O)OCC (ethyl 2-amidinoacetate hydrochloride), Heterocyclic, [O-]CC.[Na+] (sodium ethoxide). Run in O (Water). Product: C(C)OC(=O)C1=C(NC(=C1)C1=CC=C(C=C1)OCC1=CC=CC=C1)N (2-Amino-5-(4-benzyloxyphenyl)-1H-pyrrole-3-carboxylic acid ethyl ester). Yield: 103.1%. Reaction SMILES: C(O)C.Cl.[C:5]([CH2:8][C:9]([O:11][CH2:12][CH3:13])=[O:10])(=[NH:7])[NH2:6].[O-]CC.[Na+].[CH2:18]([O:25][C:26]1[CH:31]=[CH:30][C:29]([C:32](=O)[CH2:33]Br)=[CH:28][CH:27]=1)[C:19]1[CH:24]=[CH:23][CH:22]=[CH:21][CH:20]=1>O>[CH2:12]([O:11][C:9]([C:8]1[CH:33]=[C:32]([C:29]2[CH:30]=[CH:31][C:26]([O:25][CH2:18][C:19]3[CH:24]=[CH:23][CH:22]=[CH:21][CH:20]=3)=[CH:27][CH:28]=2)[NH:7][C:5]=1[NH2:6])=[O:10])[CH3:13] |f:1.2,3.4|. Procedure details: After adding 700 ml of ethanol to 50.7 g of ethyl 2-amidinoacetate hydrochloride (a publicly known compound described in Liebigs Ann. Chem., 1895 (1977)), the mixture was stirred at room temperature, 22.3 g of sodium ethoxide (1 equivalent with respect to ethyl 2-amidinoacetate hydrochloride) was added, and the mixture was stirred for 15 minutes under a nitrogen atmosphere. To this there was added 49.9 g of 1-(4-benzyloxyphenyl)-2-bromoethanone (publicly known compound described in Journal of He... The reactants are C(#N)N=C(N)N (dicyanodiamide), CC1=CC=C(C(=S)Cl)C=C1 (4-methylthiobenzoyl chloride), [OH-].[K+] (Potassium hydroxide), CC(=O)C (acetone). The solvent is C(C)(=O)O (acetic acid), O (water), O (water), O (water). Conditions: temperature 0 celsius, time 1 hour. The product is CC1=CC=C(C(=S)NC(=N)NC#N)C=C1 (1-(4'-methylthiobenzoyl)-3-cyanoguanidine). Reaction SMILES: [OH-].[K+].[C:3]([N:5]=[C:6]([NH2:8])[NH2:7])#[N:4].CC(C)=O.[CH3:13][C:14]1[CH:22]=[CH:21][C:17]([C:18](Cl)=[S:19])=[CH:16][CH:15]=1>O.C(O)(=O)C>[CH3:13][C:14]1[CH:22]=[CH:21][C:17]([C:18]([NH:7][C:6]([NH:5][C:3]#[N:4])=[NH:8])=[S:19])=[CH:16][CH:15]=1 |f:0.1|. Reported procedure: Potassium hydroxide, 13.02 g (0.2 mole) is dissolved in 40 ml of water and 10.51 g (0.125 mole) of dicyanodiamide is added, followed by the addition of 50 ml of acetone. The mixture is cooled to 0° C and the 4-methylthiobenzoyl chloride from Step 1A, above, is added dropwise. The mixture is stirred at 0° C for 1 hour and placed in the refrigerator overnight. The mixture is poured into 500 ml of water and the water is then acidified with an excess of acetic acid. The product forms a precipitate w... Reactants: C(#N)C1=C(C=CC=C1)N1CCNCC1 ((2-cyano-phenyl)-piperazine), C(=O)([O-])[O-].[K+].[K+] (K2CO3), Boc-anhydride. Solvent: C1CCOC1 (THF), O (H2O), CCOC(=O)C (EtOAc). Run at time 10 minute. Product: C(=O)(OC(C)(C)C)N1CCN(CC1)C1=C(C=CC=C1)C#N (1-Boc-4-(2-cyano-phenyl)-piperazine). Isolated yield 174.3%. Reaction SMILES: [C:1]([C:3]1[CH:8]=[CH:7][CH:6]=[CH:5][C:4]=1[N:9]1[CH2:14][CH2:13][NH:12][CH2:11][CH2:10]1)#[N:2].[C:15]([O-:18])([O-])=[O:16].[K+].[K+]>C1COCC1.O.CCOC(C)=O>[C:15]([N:12]1[CH2:13][CH2:14][N:9]([C:4]2[CH:5]=[CH:6][CH:7]=[CH:8][C:3]=2[C:1]#[N:2])[CH2:10][CH2:11]1)([O:18][C:3]([CH3:8])([CH3:4])[CH3:1])=[O:16] |f:1.2.3|. Reported procedure: To a solution of (2-cyano-phenyl)-piperazine (2.4 g, 12.78 mmol) in THF and H2O (25 mL, 1:1) was added K2CO3 (3.9 g, 28.12 mmol). The solution was allowed to stir for about 10 minutes at r.t. Boc-anhydride (3.1 g, 14.06 mmol) was then added and reaction was allowed to stir for 1 h. The reaction mixture was diluted with EtOAc (100 mL) and washed with sat. NaHCO3 (100 mL) and brine (100 mL). The organic phase was concentrated to dryness yielding 3.2 g of 1-Boc-4-(2-cyano-phenyl)-piperazine (88%). ... Starting materials: C1(=CC=C(C=C1)S(=O)(=O)O[C@@H]1CC2=CC[C@H]3[C@@H]4CCC([C@@]4(C)CC[C@@H]3[C@]2(CC1)C)=O)C (3β-(p-Toluensulfonyloxy)androst-5-en-17-one), C(CCO)O (propane-1,3-diol), CC=1C=CC(=CC1)S(=O)(=O)O (PTSA), C(=O)(O)[O-].[Na+] (NaHCO3). Solvent: O (water). Run at time 40 minute. Product: OCCCO[C@@H]1CC2=CC[C@H]3[C@@H]4CCC([C@@]4(C)CC[C@@H]3[C@]2(CC1)C)=O (3β-(3-hydroxypropoxy)androst-5-en-17-one). Isolated yield 97.0%. As a reaction SMILES: C1(C)C=CC(S(O[C@H:11]2[CH2:28][CH2:27][C@@:26]3([CH3:29])[C:13](=[CH:14][CH2:15][C@@H:16]4[C@@H:25]3[CH2:24][CH2:23][C@@:21]3([CH3:22])[C@H:17]4[CH2:18][CH2:19][C:20]3=[O:30])[CH2:12]2)(=O)=O)=CC=1.[CH2:32]([OH:36])[CH2:33][CH2:34][OH:35].CC1C=CC(S(O)(=O)=O)=CC=1.C([O-])(O)=O.[Na+]>O>[OH:35][CH2:34][CH2:33][CH2:32][O:36][C@H:11]1[CH2:28][CH2:27][C@@:26]2([CH3:29])[C:13](=[CH:14][CH2:15][C@@H:16]3[C@@H:25]2[CH2:24][CH2:23][C@@:21]2([CH3:22])[C@H:17]3[CH2:18][CH2:19][C:20]2=[O:30])[CH2:12]1 |f:3.4|. Procedure: 3β-(p-Toluensulfonyloxy)androst-5-en-17-one (12.00 g) was added to a suspension of propane-1,3-diol (61 mL) and PTSA (610 mg) at 95° C. After stirring for 40 minutes, the mixture was cooled to room temperature, and poured in water (800 mL), bringing the pH to 7 with 5% NaHCO3. After 3 hrs the solid was filtered and dissolved in CH2Cl2. The solution was dried over Na2SO4 and evaporated to dryness under reduced pressure to give 3β-(3-hydroxypropoxy)androst-5-en-17-one (9.10 g, 97%), used without f... Starting materials: N[C@H](CN1N=C(C=C1)C1=C(C(=C(C#N)C=C1)Cl)C)C ((S)-4-(1-(2-aminopropyl)-1H-pyrazol-3-yl)-2-chloro-3-methylbenzonitrile), C(C)(=O)C1=NNC(=C1)C(=O)O (3-acetyl-1H-pyrazole-5-carboxylic acid), C=1C=CC2=C(C1)N=NN2O (HOBt), CCN(C(C)C)C(C)C (DIPEA), CCN=C=NCCCN(C)C (EDCI). Reported procedure: The title compound was prepared from (S)-4-(1-(2-aminopropyl)-1H-pyrazol-3-yl)-2-chloro-3-methylbenzonitrile (0.2 g, 0.728 mmol), 3-acetyl-1H-pyrazole-5-carboxylic acid (0.112 g, 0.728 mmol), HOBt (0.128 g, 0.946 mmol), DIPEA (0.165 ml, 0.946 mmol) and EDCI (0.181 g, 0.946 mmol) using the method of Example 34(d) affording 0.117 g of the title compound. 1H-NMR (400 MHz; CDCl3): δ 1.27 (d, 3H), 2.54 (s, 3H), 2.55 (s, 3H), 4.31 (m, 1H), 4.44 (m, 1H), 4.62 (m, 1H), 6.44 (d, 1H), 7.51 (d, 1H), 7.54 (... Yield: 39.1%. Reaction SMILES: [NH2:1][C@@H:2]([CH3:19])[CH2:3][N:4]1[CH:8]=[CH:7][C:6]([C:9]2[CH:16]=[CH:15][C:12]([C:13]#[N:14])=[C:11]([Cl:17])[C:10]=2[CH3:18])=[N:5]1.[C:20]([C:23]1[CH:27]=[C:26]([C:28](O)=[O:29])[NH:25][N:24]=1)(=[O:22])[CH3:21].C1C=CC2N(O)N=NC=2C=1.CCN(C(C)C)C(C)C.CCN=C=NCCCN(C)C>>[C:20]([C:23]1[CH:27]=[C:26]([C:28]([NH:1][C@@H:2]([CH3:19])[CH2:3][N:4]2[CH:8]=[CH:7][C:6]([C:9]3[CH:16]=[CH:15][C:12]([C:13]#[N:14])=[C:11]([Cl:17])[C:10]=3[CH3:18])=[N:5]2)=[O:29])[NH:25][N:24]=1)(=[O:22])[CH3:21]. The product is C(C)(=O)C1=NNC(=C1)C(=O)N[C@H](CN1N=C(C=C1)C1=C(C(=C(C=C1)C#N)Cl)C)C ((S)-3-acetyl-N-(1-(3-(3-chloro-4-cyano-2-methylphenyl)-1H-pyrazol-1-yl)propan-2-yl)-1H-pyrazole-5-carboxamide). Reactants: ClC1=NC=NC2=CC(=C(C=C12)OC)OCCCN1CCCCC1 (4-chloro-6-methoxy-7-(3-piperidinopropoxy)quinazoline), C([O-])([O-])=O.[K+].[K+] (potassium carbonate), OC=1C=C2C=CN(C2=CC1)C (5-hydroxy-1-methylindole). The solvent is CC(=O)N(C)C (DMA). Run at temperature 90 celsius, time 4 hour. Yields the product COC=1C=C2C(=NC=NC2=CC1OCCCN1CCCCC1)OC=1C=C2C=CN(C2=CC1)C (6-methoxy-4-(1-methylindol-5-yloxy)-7-(3-piperidinopropoxy)quinazoline). Yield: 48.7%. Reaction SMILES: Cl[C:2]1[C:11]2[C:6](=[CH:7][C:8]([O:14][CH2:15][CH2:16][CH2:17][N:18]3[CH2:23][CH2:22][CH2:21][CH2:20][CH2:19]3)=[C:9]([O:12][CH3:13])[CH:10]=2)[N:5]=[CH:4][N:3]=1.C(=O)([O-])[O-].[K+].[K+].[OH:30][C:31]1[CH:32]=[C:33]2[C:37](=[CH:38][CH:39]=1)[N:36]([CH3:40])[CH:35]=[CH:34]2>CC(N(C)C)=O>[CH3:13][O:12][C:9]1[CH:10]=[C:11]2[C:6](=[CH:7][C:8]=1[O:14][CH2:15][CH2:16][CH2:17][N:18]1[CH2:23][CH2:22][CH2:21][CH2:20][CH2:19]1)[N:5]=[CH:4][N:3]=[C:2]2[O:30][C:31]1[CH:32]=[C:33]2[C:37](=[CH:38][CH:39]=1)[N:36]([CH3:40])[CH:35]=[CH:34]2 |f:1.2.3|. Reported procedure: Nitrogen was bubbled through a mixture of 4-chloro-6-methoxy-7-(3-piperidinopropoxy)quinazoline (335 mg, 0.68 mmol), (prepared as described for the starting material in Example 67), potassium carbonate (281.5 mg, 2.04 mmol), 5-hydroxy-1-methylindole (100 mg, 0.68 mmol) and DMA (4.0 ml) for 5 minutes. The mixture was then stirred at 90° C. for 4 hours under an atmosphere of nitrogen and allowed to cool to ambient temperature. The reaction mixture was filtered and the filtrate evaporated under vac... Reactants: COc1ccc2c(c1)CC(OC(C)=O)CC2, ClCCl. Yields the product CC(=O)OC1CCc2ccc(O)cc2C1. RXN SMILES: [CH3:1][O:2][c:3]1[cH:4][cH:5][c:6]2[c:11]([cH:12]1)[CH2:10][CH:9]([O:13][C:14]([CH3:15])=[O:16])[CH2:8][CH2:7]2.[Cl:17][CH2:18][Cl:19]>>[OH:2][c:3]1[cH:4][cH:5][c:6]2[c:11]([cH:12]1)[CH2:10][CH:9]([O:13][C:14]([CH3:15])=[O:16])[CH2:8][CH2:7]2. Starting materials: O=C([O-])[O-], CCOC(=O)C1=CN(C(=O)c2ccc(F)cc2)CC(C)(C)c2c1[nH]c1cc(O)ccc21, CC(C)=O, ClCCN1CCOCC1, [I-], [K+], [K+], [Na+]. Yields the product CCOC(=O)C1=CN(C(=O)c2ccc(F)cc2)CC(C)(C)c2c1[nH]c1cc(OCCN3CCOCC3)ccc21. As a reaction SMILES: [C:34](=[O:35])([O-:36])[O-:37].[CH2:1]([CH3:2])[O:3][C:4](=[O:5])[C:6]1=[CH:7][N:8]([C:23]([c:24]2[cH:25][cH:26][c:27]([F:30])[cH:28][cH:29]2)=[O:31])[CH2:9][C:10]([CH3:21])([CH3:22])[c:11]2[c:12]1[nH:13][c:14]1[cH:15][c:16]([OH:20])[cH:17][cH:18][c:19]21.[CH3:49][C:50](=[O:51])[CH3:52].[Cl:40][CH2:41][CH2:42][N:43]1[CH2:44][CH2:45][O:46][CH2:47][CH2:48]1.[I-:33].[K+:38].[K+:39].[Na+:32]>>[CH2:1]([CH3:2])[O:3][C:4](=[O:5])[C:6]1=[CH:7][N:8]([C:23]([c:24]2[cH:25][cH:26][c:27]([F:30])[cH:28][cH:29]2)=[O:31])[CH2:9][C:10]([CH3:21])([CH3:22])[c:11]2[c:12]1[nH:13][c:14]1[cH:15][c:16]([O:20][CH2:41][CH2:42][N:43]3[CH2:44][CH2:45][O:46][CH2:47][CH2:48]3)[cH:17][cH:18][c:19]21. Reactants: COC=1C=C(C(=O)NC2=C(C=CC=C2)OC)C=C(C1C)OC (3,5-dimethoxy-N-(2-methoxyphenyl)-4-methylbenzamide), O.C1(=CC=C(C=C1)S(=O)(=O)O)C (p-toluenesulfonic acid monohydrate). Run in C1(=CC=CC=C1)C (toluene). The product is desired intermediate, COC=1C=C(C=C(C1C)OC)C=1OC2=C(N1)C=CC=C2 (2-(3,5-dimethoxy-4-methylphenyl)-1,3-benzoxazole). RXN SMILES: [CH3:1][O:2][C:3]1[CH:4]=[C:5]([CH:17]=[C:18]([O:21][CH3:22])[C:19]=1[CH3:20])[C:6]([NH:8][C:9]1[CH:14]=[CH:13][CH:12]=[CH:11][C:10]=1[O:15]C)=O.O.C1(C)C=CC(S(O)(=O)=O)=CC=1>C1(C)C=CC=CC=1>[CH3:22][O:21][C:18]1[CH:17]=[C:5]([C:6]2[O:15][C:10]3[CH:11]=[CH:12][CH:13]=[CH:14][C:9]=3[N:8]=2)[CH:4]=[C:3]([O:2][CH3:1])[C:19]=1[CH3:20] |f:1.2|. Reported procedure: A mixture of 3,5-dimethoxy-N-(2-methoxyphenyl)-4-methylbenzamide (1.29 g, 4.49 mmol), toluene (22 mL), p-toluenesulfonic acid monohydrate (5.9 g, 31 mmol) and molecular sieves was refluxed until no starting material was observed by TLC. Cooled mixture to rt and filtered, washing with warm chloroform. Removal of solvent from filtrate afforded a yellow solid. Purification of crude solid by flash chromatography on silica gel using 1:3 EtOAc:hexanes gave the desired intermediate, 2-(3,5-dimethoxy-4-...